From a dataset of the Open Reaction Database (ORD), a public repository of structured organic reaction records. describe an organic reaction: reactants, conditions, products, and yield Reactants: CC(C)CN, CN(C)C=O, [Na+], [OH-], OO, O=c1[nH]c(=S)n2c3c1cnn3C(c1ccccc1)=CC2. Yields the product CC(C)CNc1nc(=O)c2cnn3c2n1CC=C3c1ccccc1. RXN SMILES: [CH2:25]([CH:26]([CH3:27])[CH3:28])[NH2:29].[CH3:30][N:31]([CH3:32])[CH:33]=[O:34].[Na+:22].[OH-:21].[OH:23][OH:24].[c:1]1([C:7]2=[CH:8][CH2:9][n:10]3[c:11](=[S:20])[nH:12][c:13](=[O:19])[c:14]4[cH:15][n:16][n:17]2[c:18]34)[cH:2][cH:3][cH:4][cH:5][cH:6]1>>[c:1]1([C:7]2=[CH:8][CH2:9][n:10]3[c:11]([NH:29][CH2:25][CH:26]([CH3:27])[CH3:28])[n:12][c:13](=[O:19])[c:14]4[cH:15][n:16][n:17]2[c:18]34)[cH:2][cH:3][cH:4][cH:5][cH:6]1. Reactants: COc1c(N2CCC(C3(N(C)C4CCN(C(=O)OC(C)(C)C)CC4)CC3)C2)c(F)cc2c(=O)c(C(=O)O)cn(C3CC3)c12, CC(Cl)Cl, O=C(O)C(F)(F)F. The product is COc1c(N2CCC(C3(N(C)C4CCNCC4)CC3)C2)c(F)cc2c(=O)c(C(=O)O)cn(C3CC3)c12. Reaction SMILES: [C:1]([O:2][C:3](=[O:4])[N:8]1[CH2:9][CH2:10][CH:11]([N:14]([C:15]2([CH:18]3[CH2:19][N:20]([c:23]4[c:24]([F:42])[cH:25][c:26]5[c:27](=[O:41])[c:28]([C:38](=[O:39])[OH:40])[cH:29][n:30]([CH:35]6[CH2:36][CH2:37]6)[c:31]5[c:32]4[O:33][CH3:34])[CH2:21][CH2:22]3)[CH2:16][CH2:17]2)[CH3:43])[CH2:12][CH2:13]1)([CH3:5])([CH3:6])[CH3:7].[Cl:51][CH:52]([Cl:53])[CH3:54].[OH:44][C:45]([C:46]([F:47])([F:48])[F:49])=[O:50]>>[NH:8]1[CH2:9][CH2:10][CH:11]([N:14]([C:15]2([CH:18]3[CH2:19][N:20]([c:23]4[c:24]([F:42])[cH:25][c:26]5[c:27](=[O:41])[c:28]([C:38](=[O:39])[OH:40])[cH:29][n:30]([CH:35]6[CH2:36][CH2:37]6)[c:31]5[c:32]4[O:33][CH3:34])[CH2:21][CH2:22]3)[CH2:16][CH2:17]2)[CH3:43])[CH2:12][CH2:13]1. Starting materials: CC(C)=O, Cl, CCCC(C#N)c1sccc1C1OCCO1. Product: CCCC(C#N)c1sccc1C=O. RXN SMILES: [CH3:18][C:19](=[O:20])[CH3:21].[ClH:17].[O:1]1[CH:2]([c:6]2[c:7]([CH:11]([C:12]#[N:13])[CH2:14][CH2:15][CH3:16])[s:8][cH:9][cH:10]2)[O:5][CH2:4][CH2:3]1>>[O:1]=[CH:2][c:6]1[c:7]([CH:11]([C:12]#[N:13])[CH2:14][CH2:15][CH3:16])[s:8][cH:9][cH:10]1. Reactants: CC[C@@H]1[C@H](/C=C(/C=C/C(=O)[C@@H](C[C@@H]([C@@H]([C@H]([C@@H](CC(=O)O1)OC(=O)C)C)O[C@H]2[C@@H]([C@H]([C@@H]([C@H](O2)C)O[C@H]3C[C@@]([C@H]([C@@H](O3)C)OC(=O)CC(C)C)(C)O)N(C)C)O)CC=O)C)\C)CO[C@H]4[C@@H]([C@@H]([C@@H]([C@H](O4)C)O)OC)OC (3-acetyl-4"-isovaleryltylosin), isovaleryl, N[C@@H](CC(C)C)C(=O)O (L-leucine), NC(CCC)C(=O)O (DL-norvaline). Yields the product white crystals, CC[C@@H]1[C@H](/C=C(/C=C/C(=O)[C@@H](C[C@@H]([C@@H]([C@H]([C@@H](CC(=O)O1)O)C)O[C@H]2[C@@H]([C@H]([C@@H]([C@H](O2)C)O[C@H]3C[C@@]([C@H]([C@@H](O3)C)O)(C)O)N(C)C)O)CC=O)C)\C)CO[C@H]4[C@@H]([C@@H]([C@@H]([C@H](O4)C)O)OC)OC (tylosin). As a reaction SMILES: N[C@H](C(O)=O)CC(C)C.NC(C(O)=O)CCC.[CH3:18][CH2:19][C@H:20]1[O:37][C:35](=[O:36])[CH2:34][C@@H:33]([O:38]C(C)=O)[C@H:32]([CH3:42])[C@@H:31]([O:43][C@@H:44]2[O:49][C@H:48]([CH3:50])[C@@H:47]([O:51][C@@H:52]3[O:57][C@@H:56]([CH3:58])[C@H:55]([O:59]C(CC(C)C)=O)[C@@:54]([OH:67])([CH3:66])[CH2:53]3)[C@H:46]([N:68]([CH3:70])[CH3:69])[C@H:45]2[OH:71])[C@@H:30]([CH2:72][CH:73]=[O:74])[CH2:29][C@@H:28]([CH3:75])[C:26](=[O:27])[CH:25]=[CH:24][C:23]([CH3:76])=[CH:22][C@@H:21]1[CH2:77][O:78][C@@H:79]1[O:84][C@H:83]([CH3:85])[C@@H:82]([OH:86])[C@@H:81]([O:87][CH3:88])[C@H:80]1[O:89][CH3:90]>>[CH3:18][CH2:19][C@H:20]1[O:37][C:35](=[O:36])[CH2:34][C@@H:33]([OH:38])[C@H:32]([CH3:42])[C@@H:31]([O:43][C@@H:44]2[O:49][C@H:48]([CH3:50])[C@@H:47]([O:51][C@@H:52]3[O:57][C@@H:56]([CH3:58])[C@H:55]([OH:59])[C@@:54]([OH:67])([CH3:66])[CH2:53]3)[C@H:46]([N:68]([CH3:70])[CH3:69])[C@H:45]2[OH:71])[C@@H:30]([CH2:72][CH:73]=[O:74])[CH2:29][C@@H:28]([CH3:75])[C:26](=[O:27])[CH:25]=[CH:24][C:23]([CH3:76])=[CH:22][C@@H:21]1[CH2:77][O:78][C@@H:79]1[O:84][C@H:83]([CH3:85])[C@@H:82]([OH:86])[C@@H:81]([O:87][CH3:88])[C@H:80]1[O:89][CH3:90]. Procedure: The conversion reaction was carried out in a manner similar to Example 4 with the same strain, in which L-leucine was used in substitution for DL-norvaline in Example 4 as the isovaleryl donor. About 400 mg of white crystals of 3-acetyl-4"-isovaleryltylosin were obtained from 3 g of tylosin.